This data is from the Open Reaction Database (ORD), a public repository of structured organic reaction records. The task is: describe an organic reaction: reactants, conditions, products, and yield Reactants: C(C)(C)N(C(CC(C1=CC=CC=C1)C#N)=O)C(C)C (N,N-Diisopropyl-3-cyano-3-phenylpropanamide), OO (Hydrogen peroxide). Run in CCO (EtOH), [OH-].[Na+] (NaOH). Reaction conditions: time 2 hour. Product: C(C)(C)N(C(CC(C1=CC=CC=C1)C(N)=O)=O)C(C)C (N,N-Diisopropyl-3-carbamoyl-3-phenylpropanamide). RXN SMILES: [CH:1]([N:4]([CH:17]([CH3:19])[CH3:18])[C:5](=[O:16])[CH2:6][CH:7]([C:14]#[N:15])[C:8]1[CH:13]=[CH:12][CH:11]=[CH:10][CH:9]=1)([CH3:3])[CH3:2].[OH:20]O>CCO.[OH-].[Na+]>[CH:17]([N:4]([CH:1]([CH3:3])[CH3:2])[C:5](=[O:16])[CH2:6][CH:7]([C:14](=[O:20])[NH2:15])[C:8]1[CH:13]=[CH:12][CH:11]=[CH:10][CH:9]=1)([CH3:19])[CH3:18] |f:3.4|. Procedure: N,N-Diisopropyl-3-cyano-3-phenylpropanamide (21.1 g, 82 mmol) was dissolved in EtOH (130 mL) and 2 M NaOH (100 mL). Hydrogen peroxide (30%, 20.2 mL, 200 mmol) was added and the mixture was stirred at ambient temperature for two hours. The resulting precipitate was filtered, washed with water and dried, yielding the title compound as white crystals, 15.6 g (69%): 1H NMR (CDCl3) δ1.09 (d, 3H), 1.19 (d, 3H), 1.31 (m, 6H), 2.51 (dd, 1H), 3.30 (dd, 1H), 3.41 (m, 1H), 4.02 (m, 1H), 4.18 (dd, 1H), 5.7 ... Starting materials: CCCCO, CCCCOP(=O)(CC)CCCN, O, O. Product: CCP(=O)(O)CCCN. As a reaction SMILES: [CH2:16]([OH:17])[CH2:18][CH2:19][CH3:20].[CH2:1]([CH3:2])[P:3]([O:4][CH2:5][CH2:6][CH2:7][CH3:8])(=[O:9])[CH2:10][CH2:11][CH2:12][NH2:13].[OH2:14].[OH2:15]>>[CH2:1]([CH3:2])[P:3](=[O:4])([OH:9])[CH2:10][CH2:11][CH2:12][NH2:13]. Starting materials: C1(=CC=CC=C1)O (phenol), C1(=CC=CC=C1)O (phenol), C1=CC=CC=C1 (benzene), CN=C=O (Methyl isocyanate). The reagents and catalysts are C(C)(=O)[O-].C(C)(=O)[O-].C(CCC)[Sn+2]CCCC (dibutyltin diacetate). Reaction conditions: temperature 100 celsius. Product: C1(=CC=CC=2C3C=CC(C12)C3)OC(NC)=O (5,8-dihydro-5,8-methano-1naphthyl-N-methylcarbamate). Reaction SMILES: [C:1]1([OH:7])[CH:6]=[CH:5][CH:4]=[CH:3][CH:2]=1.[CH3:8][N:9]=[C:10]=[O:11].[CH:12]1[CH:17]=[CH:16][CH:15]=[CH:14]C=1>C([O-])(=O)C.C([O-])(=O)C.C([Sn+2]CCCC)CCC>[C:1]1([O:7][C:10](=[O:11])[NH:9][CH3:8])[C:6]2[CH:16]3[CH2:15][CH:14]([CH:12]=[CH:17]3)[C:5]=2[CH:4]=[CH:3][CH:2]=1 |f:3.4.5|. Procedure details: ##STR7## The phenol, II (1.2 g.) was dissolved in benzene (50 ml.) and placed in a pressure bottle. Methyl isocyanate (0.43 g.) was added followed by two drops of dibutyltin diacetate. The solution was then heated at 100° C. overnight. Removal of the solvent gave a light yellow solid (1.5 g.), which recrystallized from methyl ethyl ketone to give the carbamate V, (0.9 g.) m.p., 158°-162° C. The structure was confirmed by the infrared spectrum, (C=O at 5.8μ as expected from the product). Starting materials: N, [B-]1([C@H]2[C@@H]([C@@H]3C([C@H](C2)C3)(C)C)C)[C@H]2CCC[C@@H]1CCC2.[Li+], C1CN(C[C@@H](C1=O)O)S(=O)(=O)C. Reagents/catalysts: c1ccc(cc1)-c2c3ccccc3cc4ccccc24 (9-Phenylanthracene). Run at temperature 25 celsius, time 18 hour. Product: CS(=O)(=O)N1CC[C@@H](N)[C@H](O)C1. RXN SMILES: [Li+].C[C@@H]1[C@H](C(C)(C)[C@@H]2C[C@H]1[BH-]([C@H]3CCC4)[C@H]4CCC3)C2.[NH3:1].[CH3:2][S:3]([N:6]1[CH2:12][C@H:10]([OH:11])[C:9](=O)[CH2:8][CH2:7]1)(=[O:5])=[O:4]>>[CH3:2][S:3]([N:6]1[CH2:12][C@@H:10]([OH:11])[C@H:9]([NH2:1])[CH2:8][CH2:7]1)(=[O:5])=[O:4].